This data is from the Open Reaction Database (ORD), a public repository of structured organic reaction records. The task is: describe an organic reaction: reactants, conditions, products, and yield The reactants are ice water, FC(C1=CC=C(N)C=C1)(F)F (4-trifluoromethylaniline), N1=CC=CC=C1 (pyridine), C(C1=CC=CC=C1)N1N=C(C2=CC=CC=C12)C=1OC(=CC1)C(=O)Cl (1-benzyl-3-(5-chlorocarbonyl-2-furyl)indazole). The solvent is C1CCOC1 (THF). Reaction conditions: time 0.5 hour. The product is C(C1=CC=CC=C1)N1N=C(C2=CC=CC=C12)C=1OC(=CC1)C(NC1=CC=C(C=C1)C(F)(F)F)=O (1-Benzyl-3-(5-(N-(4-trifluoromethylphenyl)carbamoyl)-2-furyl)indazole). RXN SMILES: [F:1][C:2]([F:11])([F:10])[C:3]1[CH:9]=[CH:8][C:6]([NH2:7])=[CH:5][CH:4]=1.N1C=CC=CC=1.[CH2:18]([N:25]1[C:33]2[C:28](=[CH:29][CH:30]=[CH:31][CH:32]=2)[C:27]([C:34]2[O:35][C:36]([C:39](Cl)=[O:40])=[CH:37][CH:38]=2)=[N:26]1)[C:19]1[CH:24]=[CH:23][CH:22]=[CH:21][CH:20]=1>C1COCC1>[CH2:18]([N:25]1[C:33]2[C:28](=[CH:29][CH:30]=[CH:31][CH:32]=2)[C:27]([C:34]2[O:35][C:36]([C:39](=[O:40])[NH:7][C:6]3[CH:8]=[CH:9][C:3]([C:2]([F:10])([F:11])[F:1])=[CH:4][CH:5]=3)=[CH:37][CH:38]=2)=[N:26]1)[C:19]1[CH:24]=[CH:23][CH:22]=[CH:21][CH:20]=1. Procedure: 0.29 g (1.8 mmol) of 4-trifluoromethylaniline were initially charged in 20 ml of THF1 0.14 g (1.8 mmol) of pyridine were added and a solution of 0.5 g (1.5 mmol) of 1-benzyl-3-(5-chlorocarbonyl-2-furyl)indazole in 10 ml of THF was added dropwise at RT. After 0.5 h, the mixture was poured into ice-water and the precipitate was filtered off with suction and recrystallized from isopropanol. This gave 0.47 g (69%) of the title compound. m.p.: 205-206° C.